Dataset: the Open Reaction Database (ORD), a public repository of structured organic reaction records. Task: describe an organic reaction: reactants, conditions, products, and yield Reactants: ClC1=C(C(=NC2=NC=CC=C12)C)C(=O)OCC (ethyl 4-chloro-2-methyl-1,8-naphthyridine-3-carboxylate), N1CCCCC1 (piperidine). Conditions: temperature 80 celsius. The product is CC1=NC2=NC=CC=C2C(=C1C(=O)OCC)N1CCCCC1 (Ethyl 2-methyl-4-(piperidin-1-yl)-1,8-naphthyridine-3-carboxylate). Yield: 63.3%. Reaction SMILES: Cl[C:2]1[C:11]2[C:6](=[N:7][CH:8]=[CH:9][CH:10]=2)[N:5]=[C:4]([CH3:12])[C:3]=1[C:13]([O:15][CH2:16][CH3:17])=[O:14].[NH:18]1[CH2:23][CH2:22][CH2:21][CH2:20][CH2:19]1>>[CH3:12][C:4]1[C:3]([C:13]([O:15][CH2:16][CH3:17])=[O:14])=[C:2]([N:18]2[CH2:23][CH2:22][CH2:21][CH2:20][CH2:19]2)[C:11]2[C:6](=[N:7][CH:8]=[CH:9][CH:10]=2)[N:5]=1. Reported procedure: In a screw cap pressure tube ethyl 4-chloro-2-methyl-1,8-naphthyridine-3-carboxylate (250 mg, 1.0 mmol) was suspended in piperidine (2.0 ml, 20 mmol). The tube was sealed and the mixture heated to 80° C. for 1.0 h. The mixture was then adsorbed on silica and chromatographed (CH2Cl2/MeOH 98:2→97:3) giving 189.4 mg (63%) of the title compound.